Dataset: the Open Reaction Database (ORD), a public repository of structured organic reaction records. Task: describe an organic reaction: reactants, conditions, products, and yield The reactants are CC(CN)(C)C (2,2-dimethylpropan-1-amine), C(OC(Cl)(Cl)Cl)(OC(Cl)(Cl)Cl)=O (bis(trichloromethyl) carbonate), NC1=C(C=C(C(=O)N2CCN(CC2)CC=2C=C(C(=O)N[C@H](C)CC)C=CC2)C=C1)F ((R)-3-((4-(4-amino-3-fluorobenzoyl)piperazin-1-yl)methyl)-N-sec-butylbenzamide), C(C)N(C(C)C)C(C)C (N-ethyl-N-isopropylpropan-2-amine). The solvent is ClCCl (dichloromethane), ClCCl (dichloromethane). Run at time 1 hour. The product is [C@@H](C)(CC)NC(C1=CC(=CC=C1)CN1CCN(CC1)C(C1=CC(=C(C=C1)NC(=O)NCC(C)(C)C)F)=O)=O ((R)—N-sec-Butyl-3-((4-(3-fluoro-4-(3-neopentylureido)benzoyl)piperazin-1-yl)methyl)benzamide). Isolated yield 4.8%. Reaction SMILES: [C:1](=[O:12])(OC(Cl)(Cl)Cl)OC(Cl)(Cl)Cl.[NH2:13][C:14]1[CH:41]=[CH:40][C:17]([C:18]([N:20]2[CH2:25][CH2:24][N:23]([CH2:26][C:27]3[CH:28]=[C:29]([CH:37]=[CH:38][CH:39]=3)[C:30]([NH:32][C@@H:33]([CH2:35][CH3:36])[CH3:34])=[O:31])[CH2:22][CH2:21]2)=[O:19])=[CH:16][C:15]=1[F:42].C(N(C(C)C)C(C)C)C.[CH3:52][C:53]([CH3:57])([CH3:56])[CH2:54][NH2:55]>ClCCl>[C@H:33]([NH:32][C:30](=[O:31])[C:29]1[CH:37]=[CH:38][CH:39]=[C:27]([CH2:26][N:23]2[CH2:24][CH2:25][N:20]([C:18](=[O:19])[C:17]3[CH:40]=[CH:41][C:14]([NH:13][C:1]([NH:55][CH2:54][C:53]([CH3:57])([CH3:56])[CH3:52])=[O:12])=[C:15]([F:42])[CH:16]=3)[CH2:21][CH2:22]2)[CH:28]=1)([CH2:35][CH3:36])[CH3:34]. Reported procedure: To a stirred solution of bis(trichloromethyl) carbonate (0.989 mmol, 0.294 g) in dichloromethane (30 mL) was added (R)-3-((4-(4-amino-3-fluorobenzoyl)piperazin-1-yl)methyl)-N-sec-butylbenzamide (2.91 mmol, 1.2 g) and N-ethyl-N-isopropylpropan-2-amine (6.40 mmol, 1.058 mL, 0.827 g) in dichloromethane (30 mL). The reaction mixture was stirred for 1 hour then 2,2-dimethylpropan-1-amine (3.49 mmol, 0.408 ml, 0.304 g) was added. After 2 hours stirring, the crude material was purified by acidic revers... Reactants: CCO, CCCC(C)(C)c1cc(NC(=O)C(C)CCCl)no1, [K+], [OH-], O. Product: CCCC(C)(C)c1cc(N2CCC(C)C2=O)no1. RXN SMILES: [CH3:23][CH2:24][OH:25].[Cl:1][CH2:2][CH2:3][CH:4]([C:5](=[O:6])[NH:7][c:8]1[n:9][o:10][c:11]([C:13]([CH2:14][CH2:15][CH3:16])([CH3:17])[CH3:18])[cH:12]1)[CH3:19].[K+:21].[OH-:20].[OH2:22]>>[CH2:2]1[CH2:3][CH:4]([CH3:19])[C:5](=[O:6])[N:7]1[c:8]1[n:9][o:10][c:11]([C:13]([CH2:14][CH2:15][CH3:16])([CH3:17])[CH3:18])[cH:12]1. Starting materials: ClC1=CC(=NC=N1)C(=O)NC1=C(C=C(C=C1)O)C (6-chloro-N-(4-hydroxy-2-methylphenyl)pyrimidine-4-carboxamide), ClC1=CC(=NC=N1)C(=O)NC1=C(C=C(C=C1)O)C (6-chloro-N-(4-hydroxy-2-methylphenyl)pyrimidine-4-carboxamide), C1(CCCCC1)O (cyclohexanol). The product is C1(CCCCC1)OC1=CC(=NC=N1)C(=O)NC1=C(C=C(C=C1)O)C (6-(cyclohexyloxy)-N-(4-hydroxy-2-methylphenyl)pyrimidine-4-carboxamide). Reaction SMILES: Cl[C:2]1[N:7]=[CH:6][N:5]=[C:4]([C:8]([NH:10][C:11]2[CH:16]=[CH:15][C:14]([OH:17])=[CH:13][C:12]=2[CH3:18])=[O:9])[CH:3]=1.[CH:19]1([OH:25])[CH2:24][CH2:23][CH2:22][CH2:21][CH2:20]1>>[CH:19]1([O:25][C:2]2[N:7]=[CH:6][N:5]=[C:4]([C:8]([NH:10][C:11]3[CH:16]=[CH:15][C:14]([OH:17])=[CH:13][C:12]=3[CH3:18])=[O:9])[CH:3]=2)[CH2:24][CH2:23][CH2:22][CH2:21][CH2:20]1. Reported procedure: Following the general method as outlined in Example 26, starting from 6-chloro-N-(4-hydroxy-2-methylphenyl)pyrimidine-4-carboxamide (Intermediate 8) and cyclohexanol (Fluka), the title compound was obtained as a yellow solid after purification by preparative HPLC. Starting materials: C(C1=CC=CC=C1)N1C=CC2=CC(=CC=C12)C(C(F)(F)F)(C(F)(F)F)O (2-(1-benzyl-1H-indol-5-yl)-1,1,1,3,3,3-hexafluoro-propan-2-ol), C1CC(=O)N(C1=O)Cl (NCS), C(Cl)Cl (CH2Cl2). Reaction conditions: time 10 hour. Yields the product C(C1=CC=CC=C1)N1C(=C(C2=CC(=CC=C12)C(C(F)(F)F)(C(F)(F)F)O)Cl)Cl (2-(1-benzyl-2,3-dichloro-1H-indol-5-yl)-1,1,1,3,3,3-hexafluoro-propan-2-ol). Isolated yield 21.0%. As a reaction SMILES: [CH2:1]([N:8]1[C:16]2[C:11](=[CH:12][C:13]([C:17]([OH:26])([C:22]([F:25])([F:24])[F:23])[C:18]([F:21])([F:20])[F:19])=[CH:14][CH:15]=2)[CH:10]=C1)[C:2]1[CH:7]=[CH:6][CH:5]=[CH:4][CH:3]=1.C1C(=O)N([Cl:34])C(=O)C1.[CH2:35]([Cl:37])Cl>>[CH2:1]([N:8]1[C:16]2[C:11](=[CH:12][C:13]([C:17]([OH:26])([C:22]([F:25])([F:24])[F:23])[C:18]([F:21])([F:20])[F:19])=[CH:14][CH:15]=2)[C:10]([Cl:34])=[C:35]1[Cl:37])[C:2]1[CH:7]=[CH:6][CH:5]=[CH:4][CH:3]=1. Reported procedure: A solution of 400 mg (1.07 mmol) of 2-(1-benzyl-1H-indol-5-yl)-1,1,1,3,3,3-hexafluoro-propan-2-ol (example 16) in 2 mL CH2Cl2 was treated portionwise with 286 mg (2.14 mmol) of NCS and stirred at RT for 10 hrs. Evaporation of the solvent and column chromatography on silica gel with n-heptane/EtOAc 3:1 to 1:1 yielded 100 mg (21%) of 2-(1-benzyl-2,3-dichloro-1H-indol-5-yl)-1,1,1,3,3,3-hexafluoro-propan-2-ol, light brown oil, MS: 441 (M−H)−, 2Cl. Starting materials: CC(C)(C)OC(=O)N1CCC(O)CC1, C1CCOC1, O=[N+]([O-])c1cnc(Cl)c2ccccc12, Cl, [H-], [Na+], O. Product: CC(C)(C)OC(=O)N1CCC(Oc2ncc([N+](=O)[O-])c3ccccc23)CC1. RXN SMILES: [C:17]([CH3:18])([CH3:19])([CH3:20])[O:21][C:22](=[O:23])[N:24]1[CH2:25][CH2:26][CH:27]([OH:30])[CH2:28][CH2:29]1.[CH2:32]1[O:33][CH2:34][CH2:35][CH2:36]1.[Cl:3][c:4]1[n:5][cH:6][c:7]([N+:14](=[O:15])[O-:16])[c:8]2[cH:9][cH:10][cH:11][cH:12][c:13]12.[ClH:31].[H-:2].[Na+:1].[OH2:37]>>[c:4]1([O:30][CH:27]2[CH2:26][CH2:25][N:24]([C:22]([O:21][C:17]([CH3:18])([CH3:19])[CH3:20])=[O:23])[CH2:29][CH2:28]2)[n:5][cH:6][c:7]([N+:14](=[O:15])[O-:16])[c:8]2[cH:9][cH:10][cH:11][cH:12][c:13]12. RXN SMILES: [CH2:1]([SH:8])[C:2]1[CH:7]=[CH:6][CH:5]=[CH:4][CH:3]=1.[H-].[Na+].[CH2:11]([C:13]1[C:14](=[O:38])[NH:15][C:16](=[O:37])[N:17]([CH:36]=1)[C@@H:18]1[O:35][C@H:22]([CH2:23]OS(C2C=CC(C)=CC=2)(=O)=O)[C@@H:20]([OH:21])[CH2:19]1)[CH3:12]>CN(C)C=O>[CH2:1]([S:8][CH2:23][C@H:22]1[O:35][C@@H:18]([N:17]2[CH:36]=[C:13]([CH2:11][CH3:12])[C:14](=[O:38])[NH:15][C:16]2=[O:37])[CH2:19][C@@H:20]1[OH:21])[C:2]1[CH:7]=[CH:6][CH:5]=[CH:4][CH:3]=1 |f:1.2|. Reaction conditions: temperature 100 celsius. Isolated yield 100.8%. Starting materials: C(C1=CC=CC=C1)S (benzyl mercaptan), [H-].[Na+] (sodium hydride), C(C)C=1C(NC(N([C@H]2C[C@H](O)[C@@H](COS(=O)(=O)C3=CC=C(C=C3)C)O2)C1)=O)=O (2'-deoxy-5-ethyl-5'-O-(p-toluenesulphonyl)uridine). Procedure: A solution of 0.5 g of benzyl mercaptan in 10 ml of dry dimethylformamide was treated with 60 mg of a 80% dispersion of sodium hydride in mineral oil. After the effervescence had ceased a solution of 1.64 g of 2'-deoxy-5-ethyl-5'-O-(p-toluenesulphonyl)uridine in 20 ml of dry dimethylformamide was added. The mixture was stirred and heated at 100° C. under a nitrogen gas atmosphere. The course of the reaction was followed by thin layer chromatography. After 4 hours the mixture was evaporated to gi... The product is C(C1=CC=CC=C1)SC[C@@H]1[C@H](C[C@@H](O1)N1C(=O)NC(=O)C(=C1)CC)O (5'-benzylthio-2',5'-dideoxy-5-ethyluridine). The solvent is CN(C=O)C (dimethylformamide), CN(C=O)C (dimethylformamide). Reactants: NC=1C=C2C(=CNC2=CC1)C1CCN(CC1)C (5-amino-3-(1-methylpiperidin-4-yl)-1H-indole), BrC1=CC=C(C(=O)O)C=C1 (4-bromobenzoic acid). The product is BrC1=CC=C(C(=O)NC=2C=C3C(=CNC3=CC2)C2CCN(CC2)C)C=C1 (5-(4-bromobenzoyl)amino-3-(1-methylpiperidin-4-yl)-1H-indole). The yield is 76.1%. Reaction SMILES: [NH2:1][C:2]1[CH:3]=[C:4]2[C:8](=[CH:9][CH:10]=1)[NH:7][CH:6]=[C:5]2[CH:11]1[CH2:16][CH2:15][N:14]([CH3:17])[CH2:13][CH2:12]1.[Br:18][C:19]1[CH:27]=[CH:26][C:22]([C:23](O)=[O:24])=[CH:21][CH:20]=1>>[Br:18][C:19]1[CH:27]=[CH:26][C:22]([C:23]([NH:1][C:2]2[CH:3]=[C:4]3[C:8](=[CH:9][CH:10]=2)[NH:7][CH:6]=[C:5]3[CH:11]2[CH2:16][CH2:15][N:14]([CH3:17])[CH2:13][CH2:12]2)=[O:24])=[CH:21][CH:20]=1. Procedure details: Beginning with 20.0 mg (0.087 mMol) 5-amino-3-(1-methylpiperidin-4-yl)-1H-indole and 52.0 mg (0.131 mMol) 4-bromobenzoic acid, 27.3 mg (75.8%) of the title compound were recovered.